From a dataset of the Open Reaction Database (ORD), a public repository of structured organic reaction records. describe an organic reaction: reactants, conditions, products, and yield Starting materials: FC=1C=C(C(=O)O)C=C(C1)F (3,5-difluoro-benzoic acid), S(=O)(Cl)Cl (thionyl chloride). Conditions: time 2 hour. Yields the product FC=1C=C(C(=O)Cl)C=C(C1)F (3,5-difluoro-benzoic acid chloride). Reaction SMILES: [F:1][C:2]1[CH:3]=[C:4]([CH:8]=[C:9]([F:11])[CH:10]=1)[C:5](O)=[O:6].S(Cl)([Cl:14])=O>>[F:1][C:2]1[CH:3]=[C:4]([CH:8]=[C:9]([F:11])[CH:10]=1)[C:5]([Cl:14])=[O:6]. Procedure: 1.63 g (10.00 mmol) 3,5-difluoro-benzoic acid were mixed with 20 mL thionyl chloride and boiled for 2 h. The reaction mixture was evaporated to dryness and coevaporated twice with toluene. The residue was reacted further as the crude product. RXN SMILES: [C:1]([O:2][CH2:3][C:4]([CH3:5])([CH3:6])[n:9]1[cH:10][n:11][c:12]2[c:13]([OH:22])[n:14][c:15]3[cH:16][cH:17][cH:18][cH:19][c:20]3[c:21]12)(=[O:7])[CH3:8].[ClH:23]>>[nH:9]1[cH:10][n:11][c:12]2[c:13]([OH:22])[n:14][c:15]3[cH:16][cH:17][cH:18][cH:19][c:20]3[c:21]12. The reactants are CC(=O)OCC(C)(C)n1cnc2c(O)nc3ccccc3c21, Cl. Yields the product Oc1nc2ccccc2c2[nH]cnc12.